Dataset: the Open Reaction Database (ORD), a public repository of structured organic reaction records. Task: describe an organic reaction: reactants, conditions, products, and yield The reactants are CC1NC(c2ccc(C#N)cc2)C2C(=O)N(Cc3ccccc3)C(=O)C12, CC(=O)OC(C)=O, CC#N, c1ccncc1. The product is CC(=O)N1C(C)C2C(=O)N(Cc3ccccc3)C(=O)C2C1c1ccc(C#N)cc1. As a reaction SMILES: [CH2:1]([c:2]1[cH:3][cH:4][cH:5][cH:6][cH:7]1)[N:8]1[C:9](=[O:26])[CH:10]2[CH:11]([C:12]1=[O:13])[CH:14]([CH3:25])[NH:15][CH:16]2[c:17]1[cH:18][cH:19][c:20]([C:21]#[N:22])[cH:23][cH:24]1.[CH3:33][C:34](=[O:35])[O:36][C:37](=[O:38])[CH3:39].[CH3:40][C:41]#[N:42].[cH:27]1[cH:28][cH:29][n:30][cH:31][cH:32]1>>[CH2:1]([c:2]1[cH:3][cH:4][cH:5][cH:6][cH:7]1)[N:8]1[C:9](=[O:26])[CH:10]2[CH:11]([C:12]1=[O:13])[CH:14]([CH3:25])[N:15]([C:34]([CH3:33])=[O:35])[CH:16]2[c:17]1[cH:18][cH:19][c:20]([C:21]#[N:22])[cH:23][cH:24]1. Reactants: ON=C1CCCCCCCCCCC1, C1CCCCCCCCCCC1, CCCCCCCCCCCCOC(=O)c1ccc2c(c1)C(=O)N(O)C2=O, O=[N+]([O-])C1CCCCCCCCCCC1, CC(C)(C)ON=O, [Na+], [OH-], O=S(=O)(O)O. The product is O=C1CCCCCCCCCCC1. Reaction SMILES: [C:54]1(=[N:55][OH:56])[CH2:57][CH2:58][CH2:59][CH2:60][CH2:61][CH2:62][CH2:63][CH2:64][CH2:65][CH2:66][CH2:67]1.[CH2:1]1[CH2:2][CH2:3][CH2:4][CH2:5][CH2:6][CH2:7][CH2:8][CH2:9][CH2:10][CH2:11][CH2:12]1.[CH2:20]([CH2:21][CH2:22][CH2:23][CH2:24][CH2:25][CH2:26][CH2:27][CH2:28][CH2:29][CH2:30][CH3:31])[O:32][C:33]([c:34]1[cH:35][c:36]2[c:43]([cH:44][cH:45]1)[C:41](=[O:42])[N:39]([OH:40])[C:37]2=[O:38])=[O:46].[N+:68]([CH:69]1[CH2:70][CH2:71][CH2:72][CH2:73][CH2:74][CH2:75][CH2:76][CH2:77][CH2:78][CH2:79][CH2:80]1)([O-:81])=[O:82].[N:13]([O:14][C:15]([CH3:16])([CH3:17])[CH3:18])=[O:19].[Na+:53].[OH-:52].[S:47](=[O:48])(=[O:49])([OH:50])[OH:51]>>[C:20]1(=[O:32])[CH2:21][CH2:22][CH2:23][CH2:24][CH2:25][CH2:26][CH2:27][CH2:28][CH2:29][CH2:30][CH2:31]1. Isolated yield 63.4%. Reactants: FC=1C=C(C=CC1)S(=O)(=O)N1[C@@H](CCCC1)C(=O)N[C@H](C(=O)O)CC1=CC=C(C=C1)OC(C)C ((S)-2-{[(S)-1-(3-Fluoro-benzenesulfonyl)-piperidine-2-carbonyl]-amino}-3-(4-isopropoxy-phenyl)-propionic acid), NC1CC(NC(C1)(C)C)(C)C (4-amino-2,2,6,6-tetramethylpiperidine), CN(C)C(=[N+](C)C)ON1C2=C(C=CC=C2)N=N1.[B-](F)(F)(F)F (TBTU), CN1C=NC=C1 (N-methyl imidazole), C([O-])(O)=O.[Na+] (sodium bicarbonate). Conditions: time 8 hour. Run in C1CCOC1 (THF). The product is C(C)(C)OC1=CC=C(C=C1)C[C@@H](C(NC1CC(NC(C1)(C)C)(C)C)=O)NC(=O)[C@H]1N(CCCC1)S(=O)(=O)C1=CC(=CC=C1)F ((S)-1-(3-Fluoro-benzenesulfonyl)-piperidine-2-carboxylic acid [(S)-2-(4-isopropoxy-phenyl)-1-(2,2,6,6-tetramethyl-piperidin-4-yl-carbamoyl)-ethyl]-amide). As a reaction SMILES: [F:1][C:2]1[CH:3]=[C:4]([S:8]([N:11]2[CH2:16][CH2:15][CH2:14][CH2:13][C@H:12]2[C:17]([NH:19][C@@H:20]([CH2:24][C:25]2[CH:30]=[CH:29][C:28]([O:31][CH:32]([CH3:34])[CH3:33])=[CH:27][CH:26]=2)[C:21]([OH:23])=O)=[O:18])(=[O:10])=[O:9])[CH:5]=[CH:6][CH:7]=1.[NH2:35][CH:36]1[CH2:41][C:40]([CH3:43])([CH3:42])[NH:39][C:38]([CH3:45])([CH3:44])[CH2:37]1.CN(C(ON1N=NC2C=CC=CC1=2)=[N+](C)C)C.[B-](F)(F)(F)F.CN1C=CN=C1.C(=O)(O)[O-].[Na+]>C1COCC1>[CH:32]([O:31][C:28]1[CH:27]=[CH:26][C:25]([CH2:24][C@H:20]([NH:19][C:17]([C@@H:12]2[CH2:13][CH2:14][CH2:15][CH2:16][N:11]2[S:8]([C:4]2[CH:5]=[CH:6][CH:7]=[C:2]([F:1])[CH:3]=2)(=[O:10])=[O:9])=[O:18])[C:21](=[O:23])[NH:35][CH:36]2[CH2:37][C:38]([CH3:45])([CH3:44])[NH:39][C:40]([CH3:43])([CH3:42])[CH2:41]2)=[CH:30][CH:29]=1)([CH3:33])[CH3:34] |f:2.3,5.6|. Procedure details: (S)-2-{[(S)-1-(3-Fluoro-benzenesulfonyl)-piperidine-2-carbonyl]-amino}-3-(4-isopropoxy-phenyl)-propionic acid (60 mg, 0.12 mmol), 4-amino-2,2,6,6-tetramethylpiperidine (25 mg, 0.16 mmol), TBTU (51 mg, 1.60 mmol) and N-methyl imidazole (13 mL, 0.16 mmol) were mixed in anhydrous THF (2 mL). The mixture was stirred overnight at room temperature. A saturated aqueous sodium bicarbonate solution was added and the mixture was extracted with ethyl acetate. The organic layer was dried over magnesium sulf... Reactants: 17.3, C(C)OC(=O)N1CCC(CC1)O (1-(ethoxycarbonyl)-4-hydroxypiperidine), BrC(C1=CC=CC=C1)C1=CC=CC=C1 (bromodiphenylmethane), C([O-])([O-])=O.[K+].[K+] (potassium carbonate). Solvent: O (water). Run at temperature 140 celsius. Yields the product C1(=CC=CC=C1)C(OC1CCN(CC1)C(=O)OCC)C1=CC=CC=C1 (ethyl 4-(diphenylmethoxy)-1-piperidinecarboxylate). Reaction SMILES: [CH2:1]([O:3][C:4]([N:6]1[CH2:11][CH2:10][CH:9]([OH:12])[CH2:8][CH2:7]1)=[O:5])[CH3:2].Br[CH:14]([C:21]1[CH:26]=[CH:25][CH:24]=[CH:23][CH:22]=1)[C:15]1[CH:20]=[CH:19][CH:18]=[CH:17][CH:16]=1.C(=O)([O-])[O-].[K+].[K+]>O>[C:15]1([CH:14]([C:21]2[CH:22]=[CH:23][CH:24]=[CH:25][CH:26]=2)[O:12][CH:9]2[CH2:8][CH2:7][N:6]([C:4]([O:3][CH2:1][CH3:2])=[O:5])[CH2:11][CH2:10]2)[CH:20]=[CH:19][CH:18]=[CH:17][CH:16]=1 |f:2.3.4|. Procedure: A mixture of 17.3 parts of 1-(ethoxycarbonyl)-4-hydroxypiperidine, 24.7 parts of bromodiphenylmethane and 7 parts of potassium carbonate is stirred and heated in an oil-bath for 3 hours at 140° C. The reaction mixture is cooled, water is added and the product is extracted with methylbenzene. The extract is washed a few times with water, dried, filtered and evaporated. The oily residue is distilled, yielding ethyl 4-(diphenylmethoxy)-1-piperidinecarboxylate; bp. 150° C. at 0.4 mm. pressure. Reactants: O (water), [Br-].C1(=CC=CC=C1)[S+](C1=CC=CC=C1)C1=CC=CC=C1 (triphenylsulfonium bromide), C(C)[NH+](CC)CC.C12(CC3CC(CC(C1)C3)C2)COC(=O)C(S(=O)(=O)[O-])(F)F ((adamantane-1-ylmethyl)oxycarbonyldifluoromethanesulfonic acid triethylammonium salt). Solvent: C(Cl)(Cl)Cl (chloroform). Procedure: Within a 1-L three-neck flask, 100 g (purity: 93%, 219 mmol, 1.0 eq) of the (adamantane-1-ylmethyl)oxycarbonyldifluoromethanesulfonic acid triethylammonium salt obtained in Example 1-c was dissolved in 300 g of chloroform. To the resulting solution, 250 g of water and 78.9 g (223 mmol, 1.05 eq) of triphenylsulfonium bromide were added. This reaction solution was stirred for 1 hour. After the reaction, the reaction solution was separated into an organic layer and an aqueous layer. The organic lay... The product is C12(CC3CC(CC(C1)C3)C2)COC(=O)C(S(=O)(=O)[O-])(F)F.C2(=CC=CC=C2)[S+](C2=CC=CC=C2)C2=CC=CC=C2 (triphenylsulfonium (adamantane-1-ylmethyl)oxycarbonyldifluoromethanesulfonate). Reaction conditions: time 1 hour. The yield is 92.0%. RXN SMILES: C([NH+](CC)CC)C.[C:8]12([CH2:18][O:19][C:20]([C:22]([F:28])([F:27])[S:23]([O-:26])(=[O:25])=[O:24])=[O:21])[CH2:17][CH:12]3[CH2:13][CH:14]([CH2:16][CH:10]([CH2:11]3)[CH2:9]1)[CH2:15]2.O.[Br-].[C:31]1([S+:37]([C:44]2[CH:49]=[CH:48][CH:47]=[CH:46][CH:45]=2)[C:38]2[CH:43]=[CH:42][CH:41]=[CH:40][CH:39]=2)[CH:36]=[CH:35][CH:34]=[CH:33][CH:32]=1>C(Cl)(Cl)Cl>[C:8]12([CH2:18][O:19][C:20]([C:22]([F:28])([F:27])[S:23]([O-:26])(=[O:24])=[O:25])=[O:21])[CH2:17][CH:12]3[CH2:11][CH:10]([CH2:16][CH:14]([CH2:13]3)[CH2:15]1)[CH2:9]2.[C:44]1([S+:37]([C:31]2[CH:32]=[CH:33][CH:34]=[CH:35][CH:36]=2)[C:38]2[CH:43]=[CH:42][CH:41]=[CH:40][CH:39]=2)[CH:45]=[CH:46][CH:47]=[CH:48][CH:49]=1 |f:0.1,3.4,6.7|. Starting materials: C(C)(C)(C)[Si](OCC(C)(C#N)NC(=O)C1=C(N=C2N1C=CC=C2OCC2=C(C=CC=C2F)F)C)(C2=CC=CC=C2)C2=CC=CC=C2 (N-(1-{[tert-butyl (diphenyl)silyl]oxy}-2-cyanopropan-2-yl)-8-[(2,6-difluorobenzyl)oxy]-2-methylimidazo[1,2-a]pyridine-3-carboxamide), C[Sn](C)(C)N=[N+]=[N-] (trimethyltin azide), [OH-].[Na+] (sodium hydroxide), Cl (hydrochloric acid). The solvent is C1(=CC=CC=C1)C (toluene), CO (methanol). Conditions: time 4 hour. Product: C(C)(C)(C)[Si](OCC(C)(C=1N=NNN1)NC(=O)C1=C(N=C2N1C=CC=C2OCC2=C(C=CC=C2F)F)C)(C2=CC=CC=C2)C2=CC=CC=C2 (N-[1-{[tert-butyl (diphenyl)silyl]oxy}-2-(2H-tetrazol-5-yl)propan-2-yl]-8-[(2,6-difluorobenzyl)oxy]-2-methylimidazo[1,2-a]pyridine-3-carboxamide). The yield is 91.2%. Reaction SMILES: [C:1]([Si:5]([C:41]1[CH:46]=[CH:45][CH:44]=[CH:43][CH:42]=1)([C:35]1[CH:40]=[CH:39][CH:38]=[CH:37][CH:36]=1)[O:6][CH2:7][C:8]([NH:12][C:13]([C:15]1[N:19]2[CH:20]=[CH:21][CH:22]=[C:23]([O:24][CH2:25][C:26]3[C:31]([F:32])=[CH:30][CH:29]=[CH:28][C:27]=3[F:33])[C:18]2=[N:17][C:16]=1[CH3:34])=[O:14])([C:10]#[N:11])[CH3:9])([CH3:4])([CH3:3])[CH3:2].C[Sn]([N:51]=[N+:52]=[N-:53])(C)C.Cl.[OH-].[Na+]>C1(C)C=CC=CC=1.CO>[C:1]([Si:5]([C:35]1[CH:40]=[CH:39][CH:38]=[CH:37][CH:36]=1)([C:41]1[CH:42]=[CH:43][CH:44]=[CH:45][CH:46]=1)[O:6][CH2:7][C:8]([NH:12][C:13]([C:15]1[N:19]2[CH:20]=[CH:21][CH:22]=[C:23]([O:24][CH2:25][C:26]3[C:31]([F:32])=[CH:30][CH:29]=[CH:28][C:27]=3[F:33])[C:18]2=[N:17][C:16]=1[CH3:34])=[O:14])([C:10]1[N:51]=[N:52][NH:53][N:11]=1)[CH3:9])([CH3:2])([CH3:3])[CH3:4] |f:3.4|. Reported procedure: To a solution of 300 mg of N-(1-{[tert-butyl (diphenyl)silyl]oxy}-2-cyanopropan-2-yl)-8-[(2,6-difluorobenzyl)oxy]-2-methylimidazo[1,2-a]pyridine-3-carboxamide in 6 ml of toluene was added 240 mg of trimethyltin azide, followed by stirring for 4 hours under heating to reflux. The reaction mixture was left to be cooled to room temperature, and 10 ml of methanol and 10 ml of 1 M hydrochloric acid were then added thereto, followed by stirring at room temperature for 2 hours. The reaction mixture was... Starting materials: aqueous solution, aqueous solution, [OH-].[Na+] (sodium hydroxide), C(C)(C)(C)OC(=O)N(C1=C(C=CC=C1)C1=CC(=C(C(=O)OC)C=C1)NC(=O)C=1C=NC=C(C1)C1=CC=CC=C1)CC (methyl 4-(2-((tert-butoxycarbonyl)(ethyl)amino)phenyl)-2-(5-phenylpyridine-3-carboxamido)benzoate), C(CC(O)(C(=O)O)CC(=O)O)(=O)O (citric acid), C(Cl)(Cl)Cl (chloroform). Solvent: CO (methanol), O1CCOCC1 (dioxane). Conditions: time 10 minute. Yields the product C(C)(C)(C)OC(=O)N(C1=C(C=CC=C1)C1=CC(=C(C(=O)O)C=C1)NC(=O)C=1C=NC=C(C1)C1=CC=CC=C1)CC (4-(2-((tert-butoxycarbonyl)(ethyl)amino)phenyl)-2-(5-phenylpyridine-3-carboxamido)benzoic acid). Isolated yield 97.7%. As a reaction SMILES: [OH-].[Na+].[C:3]([O:7][C:8]([N:10]([CH2:42][CH3:43])[C:11]1[CH:16]=[CH:15][CH:14]=[CH:13][C:12]=1[C:17]1[CH:26]=[CH:25][C:20]([C:21]([O:23]C)=[O:22])=[C:19]([NH:27][C:28]([C:30]2[CH:31]=[N:32][CH:33]=[C:34]([C:36]3[CH:41]=[CH:40][CH:39]=[CH:38][CH:37]=3)[CH:35]=2)=[O:29])[CH:18]=1)=[O:9])([CH3:6])([CH3:5])[CH3:4].C(O)(=O)CC(CC(O)=O)(C(O)=O)O.C(Cl)(Cl)Cl>CO.O1CCOCC1>[C:3]([O:7][C:8]([N:10]([CH2:42][CH3:43])[C:11]1[CH:16]=[CH:15][CH:14]=[CH:13][C:12]=1[C:17]1[CH:26]=[CH:25][C:20]([C:21]([OH:23])=[O:22])=[C:19]([NH:27][C:28]([C:30]2[CH:31]=[N:32][CH:33]=[C:34]([C:36]3[CH:41]=[CH:40][CH:39]=[CH:38][CH:37]=3)[CH:35]=2)=[O:29])[CH:18]=1)=[O:9])([CH3:6])([CH3:5])[CH3:4] |f:0.1|. Procedure: A 2 mol/L aqueous solution of sodium hydroxide (3.8 mL) was added to a solution mixture of methyl 4-(2-((tert-butoxycarbonyl)(ethyl)amino)phenyl)-2-(5-phenylpyridine-3-carboxamido)benzoate (0.84 g) in methanol (4.2 mL) and dioxane (4.2 mL) at room temperature, followed by stirring at the same temperature for 3 hours and 10 minutes. After adjusting the pH to 4.9 with a 10% aqueous solution of citric acid, chloroform was added thereto. The organic layer was separated, washed with water and a satur... Starting materials: Cc1cc(-c2ncc(CC(=O)O)cc2C)ccn1, CO, ClCCl, O=C(OO)c1cccc(Cl)c1. Product: Cc1cc(CC(=O)O)cnc1-c1cc[n+]([O-])c(C)c1. RXN SMILES: [CH3:1][c:2]1[n:3][cH:4][cH:5][c:6](-[c:8]2[n:9][cH:10][c:11]([CH2:15][C:16](=[O:17])[OH:18])[cH:12][c:13]2[CH3:14])[cH:7]1.[CH3:33][OH:34].[Cl:30][CH2:31][Cl:32].[OH:19][O:20][C:21]([c:22]1[cH:23][c:24]([Cl:25])[cH:26][cH:27][cH:28]1)=[O:29]>>[CH3:1][c:2]1[n+:3]([O-:19])[cH:4][cH:5][c:6](-[c:8]2[n:9][cH:10][c:11]([CH2:15][C:16](=[O:17])[OH:18])[cH:12][c:13]2[CH3:14])[cH:7]1. The reactants are ClC=1C=CC(=C2N3C(=NC21)N(CCC3)C3=C(C=C(C=C3C)Cl)Cl)C(=O)OC (methyl 9-chloro-1-(2,4-dichloro-6-methylphenyl)-1,2,3,4-tetrahydropyrimido[1,2-a]benzimidazole-6-carboxylate), C(=O)N (formamide), C[O-].[Na+] (sodium methoxide). The solvent is CN(C=O)C (N,N-dimethylformamide), [Cl-].[NH4+] (ammonium chloride). Conditions: temperature 120 celsius, time 14 hour. The product is ClC=1C=CC(=C2N3C(=NC21)N(CCC3)C3=C(C=C(C=C3C)Cl)Cl)C(=O)N (9-Chloro-1-(2,4-dichloro-6-methylphenyl)-1,2,3,4-tetrahydropyrimido[1,2-a]benzimidazole-6-carboxamide). RXN SMILES: [Cl:1][C:2]1[CH:3]=[CH:4][C:5]([C:24]([O:26]C)=O)=[C:6]2[C:10]=1[N:9]=[C:8]1[N:11]([C:15]3[C:20]([CH3:21])=[CH:19][C:18]([Cl:22])=[CH:17][C:16]=3[Cl:23])[CH2:12][CH2:13][CH2:14][N:7]21.C([NH2:30])=O.C[O-].[Na+]>CN(C)C=O.[Cl-].[NH4+]>[Cl:1][C:2]1[CH:3]=[CH:4][C:5]([C:24]([NH2:30])=[O:26])=[C:6]2[C:10]=1[N:9]=[C:8]1[N:11]([C:15]3[C:20]([CH3:21])=[CH:19][C:18]([Cl:22])=[CH:17][C:16]=3[Cl:23])[CH2:12][CH2:13][CH2:14][N:7]21 |f:2.3,5.6|. Reported procedure: A mixture of methyl 9-chloro-1-(2,4-dichloro-6-methylphenyl)-1,2,3,4-tetrahydropyrimido[1,2-a]benzimidazole-6-carboxylate (1.00 g, 2.35 mmol), formamide (0.937 mL, 2.35 mmol) and sodium methoxide (28% solution in methanol, 2.4 mL) in N,N-dimethylformamide (6 mL) was stirred at 120° C. for 14 hr. The mixture was diluted with aqueous saturated ammonium chloride. The resultant precipitate was collected by filtration, washed with water and diisopropyl ether to give the title compound as a colorless ... Starting materials: O=C([O-])[O-], CCOC(=O)CCC1(C)Nc2ccc(O)cc2O1, CN(C)C=O, CCOC(C)=O, ClCc1cccc(OCc2ccc3ccccc3n2)c1, [K+], [K+]. Yields the product CCOC(=O)CCC1(C)Nc2ccc(OCc3cccc(OCc4ccc5ccccc5n4)c3)cc2O1. Reaction SMILES: [C:39](=[O:40])([O-:41])[O-:42].[CH2:1]([CH3:2])[O:3][C:4]([CH2:5][CH2:6][C:7]1([CH3:17])[O:8][c:9]2[c:10]([cH:12][cH:13][c:14]([OH:16])[cH:15]2)[NH:11]1)=[O:18].[CH3:45][N:46]([CH3:47])[CH:48]=[O:49].[CH3:50][CH2:51][O:52][C:53](=[O:54])[CH3:55].[Cl:19][CH2:20][c:21]1[cH:22][c:23]([O:24][CH2:25][c:26]2[n:27][c:28]3[cH:29][cH:30][cH:31][cH:32][c:33]3[cH:34][cH:35]2)[cH:36][cH:37][cH:38]1.[K+:43].[K+:44]>>[CH2:1]([CH3:2])[O:3][C:4]([CH2:5][CH2:6][C:7]1([CH3:17])[O:8][c:9]2[c:10]([cH:12][cH:13][c:14]([O:16][CH2:20][c:21]3[cH:22][c:23]([O:24][CH2:25][c:26]4[n:27][c:28]5[cH:29][cH:30][cH:31][cH:32][c:33]5[cH:34][cH:35]4)[cH:36][cH:37][cH:38]3)[cH:15]2)[NH:11]1)=[O:18].